From a dataset of the Open Reaction Database (ORD), a public repository of structured organic reaction records. describe an organic reaction: reactants, conditions, products, and yield Starting materials: O=C([O-])[O-], CN(C)C=O, CC1(C)CCc2cn(CCl)nc21, Cl, N#CC(C#N)CCC(F)(F)F, [K+], [K+], O. Yields the product CC1(C)CCc2cn(CC(C#N)(C#N)CCC(F)(F)F)nc21. RXN SMILES: [C:25](=[O:26])([O-:27])[O-:28].[CH3:32][N:33]([CH3:34])[CH:35]=[O:36].[Cl:2][CH2:3][n:4]1[n:5][c:6]2[c:7]([cH:8]1)[CH2:9][CH2:10][C:11]2([CH3:12])[CH3:13].[ClH:1].[F:14][C:15]([CH2:16][CH2:17][CH:18]([C:19]#[N:20])[C:21]#[N:22])([F:23])[F:24].[K+:29].[K+:30].[OH2:31]>>[CH2:3]([n:4]1[n:5][c:6]2[c:7]([cH:8]1)[CH2:9][CH2:10][C:11]2([CH3:12])[CH3:13])[C:18]([CH2:17][CH2:16][C:15]([F:14])([F:23])[F:24])([C:19]#[N:20])[C:21]#[N:22]. The reactants are C(=O)NN (formic acid hydrazide), FC(C1=CC=CC=2C(=NCC(NC21)=S)C2=CC=C(C=C2)NC(CC)=O)(F)F (9-(trifluoromethyl)-1,3-dihydro-5-[p-(propionylamino)phenyl]-2H-1,4-benzodiazepine-2-thione). Solvent: C(C)O (ethanol). Reaction conditions: temperature 250 celsius. The product is FC(C1=CC=CC=2C(=NCC=3N(C21)C=NN3)C3=CC=C(C=C3)NC(CC)=O)(F)F (10-(trifluoromethyl)-6-[p-(propionylamino)pheyl]-4H-s-triazolo[4,3-a][1,4]benzodiazepine). As a reaction SMILES: [F:1][C:2]([F:27])([F:26])[C:3]1[C:13]2[NH:12][C:11](=S)[CH2:10][N:9]=[C:8]([C:15]3[CH:20]=[CH:19][C:18]([NH:21][C:22](=[O:25])[CH2:23][CH3:24])=[CH:17][CH:16]=3)[C:7]=2[CH:6]=[CH:5][CH:4]=1.[CH:28]([NH:30][NH2:31])=O>C(O)C>[F:1][C:2]([F:27])([F:26])[C:3]1[C:13]2[N:12]3[CH:28]=[N:30][N:31]=[C:11]3[CH2:10][N:9]=[C:8]([C:15]3[CH:20]=[CH:19][C:18]([NH:21][C:22](=[O:25])[CH2:23][CH3:24])=[CH:17][CH:16]=3)[C:7]=2[CH:6]=[CH:5][CH:4]=1. Procedure details: In the manner given in Example 2, 9-(trifluoromethyl)-1,3-dihydro-5-[p-(propionylamino)phenyl]-2H-1,4-benzodiazepine-2-thione is heated in ethanol with formic acid hydrazide and the resulting product heated to 250° C. to give 10-(trifluoromethyl)-6-[p-(propionylamino)pheyl]-4H-s-triazolo[4,3-a][1,4]benzodiazepine. Reactants: C(C)(C)(C)OC(=O)N1[C@@H](CC(C1)=CCl)C(=O)O ((2S,4EZ)-1-(tert-butoxycarbonyl)-4-(chloromethylene)-2-pyrrolidinecarboxylic acid), C(C)N1C2=CC=CC=C2C=2C=C(C=CC12)N (9-ethyl-9H-carbazol-3-amine). Product: ClC=C1C[C@H](NC1)C(=O)NC=1C=CC=2N(C3=CC=CC=C3C2C1)CC ((2S,4EZ)-4(chloromethylene)-N-(9-ethyl-9H-carbazol-3-yl)-2-pyrrolidinecarboxamide). As a reaction SMILES: C(OC([N:8]1[CH2:12][C:11](=[CH:13][Cl:14])[CH2:10][C@H:9]1[C:15]([OH:17])=O)=O)(C)(C)C.[CH2:18]([N:20]1[C:32]2[CH:31]=[CH:30][C:29]([NH2:33])=[CH:28][C:27]=2[C:26]2[C:21]1=[CH:22][CH:23]=[CH:24][CH:25]=2)[CH3:19]>>[Cl:14][CH:13]=[C:11]1[CH2:12][NH:8][C@H:9]([C:15]([NH:33][C:29]2[CH:30]=[CH:31][C:32]3[N:20]([CH2:18][CH3:19])[C:21]4[C:26]([C:27]=3[CH:28]=2)=[CH:25][CH:24]=[CH:23][CH:22]=4)=[O:17])[CH2:10]1. Procedure details: Following the general method as outlined in Example 22, starting from (2S,4EZ)-1-(tert-butoxycarbonyl)-4-(chloromethylene)-2-pyrrolidinecarboxylic acid, and 9-ethyl-9H-carbazol-3-amine the title compound was obtained in 73% purity by LC/MS. MS(ESI+): m/z=354.4.